The task is: describe an organic reaction: reactants, conditions, products, and yield. This data is from the Open Reaction Database (ORD), a public repository of structured organic reaction records. Reactants: [Cu]I, CNC(=O)c1cc(Br)cc(C)c1N, N#C[Na]. Yields the product CNC(=O)c1cc(C#N)cc(C)c1N. As a reaction SMILES: [Cu:17][I:18].[NH2:4][c:5]1[c:6]([C:7](=[O:8])[NH:9][CH3:10])[cH:11][c:12]([Br:16])[cH:13][c:14]1[CH3:15].[Na:1][C:2]#[N:3]>>[C:2](#[N:3])[c:12]1[cH:11][c:6]([C:7](=[O:8])[NH:9][CH3:10])[c:5]([NH2:4])[c:14]([CH3:15])[cH:13]1. Reactants: C1(CC\C=C\CC\C=C\CCC1)O (E,E-4,8-cyclododecadien-1-ol), O.C=1(C(=CC=CC1)S(=O)(=O)O)C (toluene sulphonic acid monohydrate), C(=C)OCC (ethyl vinyl ether). Run in CC(C)(C)OC (MTBE), CC(C)(C)OC (MTBE). Conditions: temperature 40 celsius. Product: C(C)OC(C)OC1CC/C=C/CC/C=C/CCC1 ((1E,5E)-9-(1-ethoxyethoxy)cyclododeca-1,5-diene). Reaction SMILES: [CH:1]1([OH:13])[CH2:12][CH2:11][CH2:10][CH:9]=[CH:8][CH2:7][CH2:6][CH:5]=[CH:4][CH2:3][CH2:2]1.O.C1(C)C(S(O)(=O)=O)=CC=CC=1.[CH:26]([O:28][CH2:29][CH3:30])=[CH2:27]>CC(OC)(C)C>[CH2:26]([O:28][CH:29]([O:13][CH:1]1[CH2:12][CH2:11][CH2:10][CH:9]=[CH:8][CH2:7][CH2:6][CH:5]=[CH:4][CH2:3][CH2:2]1)[CH3:30])[CH3:27] |f:1.2|. Procedure details: To a mechanically stirred mixture of E,E-4,8-cyclododecadien-1-ol (99% (E,E)/1% (E/Z), 2.0 g, 11 mmol), toluene sulphonic acid monohydrate (0.15 g, 2 mmol) and MTBE (methyl terbutyl ether, 20 mL) was added drop wise ethyl vinyl ether (5 g) over 15 minutes. The reaction mixture was heated at reflux at 40° C. for 1 hour, then diluted with MTBE, washed with aqueous NaHCO3, water and brine. The solvent was evaporated and the product (4.5 g) purified by flash distillation (Kugelrohr, 86° C., 0.1 mbar... Starting materials: C([O-])(O)=O.[Na+] (sodium bicarbonate), ClC(=O)OC (methyl chloroformate), CNC1=NNC(=C1)C(C)(C)C (3-(N-methylamino)-5-t-butylpyrazole). Run in O (water). The product is C(C)(C)(C)C1=CC(=NN1)N(C(OC)=O)C (methyl N-(5-tert-butyl-3-pyrazolyl)-N-methylcarbamate). The yield is 64.2%. Reaction SMILES: [CH3:1][NH:2][C:3]1[CH:7]=[C:6]([C:8]([CH3:11])([CH3:10])[CH3:9])[NH:5][N:4]=1.C(=O)(O)[O-].[Na+].Cl[C:18]([O:20][CH3:21])=[O:19]>O>[C:8]([C:6]1[NH:5][N:4]=[C:3]([N:2]([CH3:1])[C:18](=[O:19])[O:20][CH3:21])[CH:7]=1)([CH3:11])([CH3:9])[CH3:10] |f:1.2|. Reported procedure: 70 g of 3-(N-methylamino)-5-t-butylpyrazole as prepared in Reference Example was dissolved in 1.5 l of water together with 46 g of sodium bicarbonate, and 52 g of methyl chloroformate was added dropwise to the aqueous solution over 1.5 hours at 10° C. The mixture was allowed to react at 10° C. for 1 hour. After completion of the reaction, the solid product was collected by filtration, washed with water and hexane and dried to obtain 62 g of methyl N-(5-tert-butyl-3-pyrazolyl)-N-methylcarbamate. Starting materials: 56.2, ClCCCC(C1=CC=C(C=C1)F)C1=CC=C(C=C1)F (1,1'-(4-chlorobutylidene) bis[4-fluorobenzene]), COC1CNCCC1(OC)OC (3,4,4-trimethoxypiperidine), C([O-])([O-])=O.[Na+].[Na+] (sodium carbonate), [I-].[K+] (potassium iodide). Solvent: CC(CC(C)=O)C (4-methyl-2-pentanone). Product: FC1=CC=C(C=C1)C(CCCN1CC(C(CC1)(OC)OC)OC)C1=CC=C(C=C1)F (1-[4,4-bis(4-fluorophenyl)butyl]-3,4,4-trimethoxypiperidine), intermediate 66. Reaction SMILES: Cl[CH2:2][CH2:3][CH2:4][CH:5]([C:13]1[CH:18]=[CH:17][C:16]([F:19])=[CH:15][CH:14]=1)[C:6]1[CH:11]=[CH:10][C:9]([F:12])=[CH:8][CH:7]=1.[CH3:20][O:21][CH:22]1[C:27]([O:30][CH3:31])([O:28][CH3:29])[CH2:26][CH2:25][NH:24][CH2:23]1.C(=O)([O-])[O-].[Na+].[Na+].[I-].[K+]>CC(C)CC(=O)C>[F:12][C:9]1[CH:10]=[CH:11][C:6]([CH:5]([C:13]2[CH:18]=[CH:17][C:16]([F:19])=[CH:15][CH:14]=2)[CH2:4][CH2:3][CH2:2][N:24]2[CH2:25][CH2:26][C:27]([O:30][CH3:31])([O:28][CH3:29])[CH:22]([O:21][CH3:20])[CH2:23]2)=[CH:7][CH:8]=1 |f:2.3.4,5.6|. Procedure details: A mixture of 56.2 parts of 1,1'-(4-chlorobutylidene) bis[4-fluorobenzene], 31.5 parts of 3,4,4-trimethoxypiperidine, 42.5 parts of sodium carbonate, 1 part of potassium iodide and 960 parts of 4-methyl-2-pentanone was stirred and refluxed for 18 hours. The reaction mixture was cooled, filtered and the filtrate was evaporated, yielding 82.5 parts of 1-[4,4-bis(4-fluorophenyl)butyl]-3,4,4-trimethoxypiperidine as a residue (intermediate 66). Reactants: Intermediate I, FC1=CC(=C(N)C=C1)C(F)(F)F (4-fluoro-2-(trifluoromethyl)aniline), BrC=1C=CC=2N(C1)C=C(N2)C(=O)OCC (ethyl 6-bromoimidazo[1,2-a]pyridine-2-carboxylate). The product is BrC=1C=CC=2N(C1)C=C(N2)C(=O)NC2=C(C=C(C=C2)F)C(F)(F)F (6-Bromo-N-(4-fluoro-2-(trifluoromethyl)phenyl)imidazo[1,2-a]pyridine-2-carboxamide). RXN SMILES: [F:1][C:2]1[CH:8]=[CH:7][C:5]([NH2:6])=[C:4]([C:9]([F:12])([F:11])[F:10])[CH:3]=1.[Br:13][C:14]1[CH:15]=[CH:16][C:17]2[N:18]([CH:20]=[C:21]([C:23](OCC)=[O:24])[N:22]=2)[CH:19]=1>>[Br:13][C:14]1[CH:15]=[CH:16][C:17]2[N:18]([CH:20]=[C:21]([C:23]([NH:6][C:5]3[CH:7]=[CH:8][C:2]([F:1])=[CH:3][C:4]=3[C:9]([F:10])([F:11])[F:12])=[O:24])[N:22]=2)[CH:19]=1. Procedure: The title compound was prepared by using procedures analogous to those described for the synthesis of Intermediate I, using 4-fluoro-2-(trifluoromethyl)aniline and ethyl 6-bromoimidazo[1,2-a]pyridine-2-carboxylate as starting materials. Reactants: BrCc1ccccc1, O=C([O-])[O-], [K+], [K+], Nc1cc(Cl)c([N+](=O)[O-])cc1O, CN(C)C=O. The product is Nc1cc(Cl)c([N+](=O)[O-])cc1OCc1ccccc1. RXN SMILES: [Br:13][CH2:14][c:15]1[cH:16][cH:17][cH:18][cH:19][cH:20]1.[C:21](=[O:22])([O-:23])[O-:24].[K+:25].[K+:26].[NH2:1][c:2]1[c:3]([OH:12])[cH:4][c:5]([N+:9](=[O:10])[O-:11])[c:6]([Cl:8])[cH:7]1.[O:27]=[CH:28][N:29]([CH3:30])[CH3:31]>>[NH2:1][c:2]1[c:3]([O:12][CH2:14][c:15]2[cH:16][cH:17][cH:18][cH:19][cH:20]2)[cH:4][c:5]([N+:9](=[O:10])[O-:11])[c:6]([Cl:8])[cH:7]1. The reactants are BrC=1C=C2CCC(OC2=C(C1)C)(C)C (6-bromo-2,2,8-trimethyl-3,4-dihydro-2H-chromene), [Li]CCCC (n-BuLi), CN(C)C=O (DMF). Yields the product CC1(OC2=C(C=C(C=C2CC1)C=O)C)C (2,2,8-trimethyl-3,4-dihydro-2H-chromene-6-carbaldehyde). As a reaction SMILES: Br[C:2]1[CH:3]=[C:4]2[C:9](=[C:10]([CH3:12])[CH:11]=1)[O:8][C:7]([CH3:14])([CH3:13])[CH2:6][CH2:5]2.[Li]CCCC.CN([CH:23]=[O:24])C>>[CH3:13][C:7]1([CH3:14])[CH2:6][CH2:5][C:4]2[C:9](=[C:10]([CH3:12])[CH:11]=[C:2]([CH:23]=[O:24])[CH:3]=2)[O:8]1. Procedure details: Using essentially the same procedure as Example 5-20, Step 3, 6-bromo-2,2,8-trimethyl-3,4-dihydro-2H-chromene (684 mg, 2.68 mmol), n-BuLi (1.30 mL, 3.22 mmol) and DMF (830 μL, 10.7 mmol) afforded the desired product as a pale-yellow oil.